From a dataset of the Open Reaction Database (ORD), a public repository of structured organic reaction records. describe an organic reaction: reactants, conditions, products, and yield Reaction SMILES: [CH3:22][OH:23].[H:20][H:21].[N+:1]([O-:2])(=[O:3])[c:4]1[c:5]2[c:9]([cH:10][cH:11][cH:12]1)[NH:8][C:7](=[O:13])[CH:6]2[CH2:14][C:15](=[O:16])[O:17][CH2:18][CH3:19]>>[NH2:1][c:4]1[c:5]2[c:9]([cH:10][cH:11][cH:12]1)[NH:8][C:7](=[O:13])[CH:6]2[CH2:14][C:15](=[O:16])[O:17][CH2:18][CH3:19]. Product: CCOC(=O)CC1C(=O)Nc2cccc(N)c21. Starting materials: CO, [H][H], CCOC(=O)CC1C(=O)Nc2cccc([N+](=O)[O-])c21. Starting materials: C1(CCCCC1)N1CCNCC1 (1-cyclohexylpiperazine), FC(C=1C=C(C(=O)N2[C@@H](CN(CC2)CC#CCCl)CC2=CC(=C(C=C2)C)C)C=C(C1)C(F)(F)F)(F)F ((2R)-1-[3,5-bis(trifluoromethyl)benzoyl]-2-(3,4-dimethylbenzyl)-4-(4-chloro-2-butynyl)piperazine), C1(CCCCC1)N1CCNCC1 (1-cyclohexylpiperazine), C([O-])([O-])=O.[K+].[K+] (potassium carbonate), O (water). Solvent: CN(C=O)C (N,N-dimethylformamide). Reaction conditions: time 12 hour. The product is Cl.Cl.Cl.FC(C=1C=C(C(=O)N2[C@@H](CN(CC2)CC#CCN2CCN(CC2)C2CCCCC2)CC2=CC(=C(C=C2)C)C)C=C(C1)C(F)(F)F)(F)F ((2R)-1-[3,5-bis(trifluoromethyl)benzoyl]-2-(3,4-dimethylbenzyl)-4-[4-(4-cyclohexylpiperazin-1-yl)-2-butynyl]piperazine trihydrochloride). Isolated yield 226.9%. RXN SMILES: [F:1][C:2]([F:36])([F:35])[C:3]1[CH:4]=[C:5]([CH:28]=[C:29]([C:31]([F:34])([F:33])[F:32])[CH:30]=1)[C:6]([N:8]1[CH2:13][CH2:12][N:11]([CH2:14][C:15]#[C:16][CH2:17][Cl:18])[CH2:10][C@H:9]1[CH2:19][C:20]1[CH:25]=[CH:24][C:23]([CH3:26])=[C:22]([CH3:27])[CH:21]=1)=[O:7].[CH:37]1([N:43]2[CH2:48][CH2:47][NH:46][CH2:45][CH2:44]2)[CH2:42][CH2:41][CH2:40][CH2:39][CH2:38]1.C(=O)([O-])[O-].[K+].[K+].O>CN(C)C=O>[ClH:18].[ClH:18].[ClH:18].[F:1][C:2]([F:36])([F:35])[C:3]1[CH:4]=[C:5]([CH:28]=[C:29]([C:31]([F:34])([F:33])[F:32])[CH:30]=1)[C:6]([N:8]1[CH2:13][CH2:12][N:11]([CH2:14][C:15]#[C:16][CH2:17][N:46]2[CH2:47][CH2:48][N:43]([CH:37]3[CH2:42][CH2:41][CH2:40][CH2:39][CH2:38]3)[CH2:44][CH2:45]2)[CH2:10][C@H:9]1[CH2:19][C:20]1[CH:25]=[CH:24][C:23]([CH3:26])=[C:22]([CH3:27])[CH:21]=1)=[O:7] |f:2.3.4,7.8.9.10|. Reported procedure: A mixture of (2R)-1-[3,5-bis(trifluoromethyl)benzoyl]-2-(3,4-dimethylbenzyl)-4-(4-chloro-2-butynyl)piperazine (200 mg), 1-cyclohexylpiperazine (63 mg) and powdered potassium carbonate (210 mg) in dry N,N-dimethylformamide (2 ml) was stirred for 12 hours at room temperature. Additional 1-cyclohexylpiperazine (25 mg) was added and after 2 hours the reaction mixture was poured into water (20 ml) and extracted with ethyl acetate. The organic layer was washed with brine and dried over magnesium sulfa...